This data is from the Open Reaction Database (ORD), a public repository of structured organic reaction records. The task is: describe an organic reaction: reactants, conditions, products, and yield Reactants: COC(CC1=CSC2=C1C(=CC(=C2F)OC)Cl)=O (methyl(4-chloro-7-fluoro-6-methoxy-1-benzothiophen-3-yl)acetate), CN(C)C=O (DMF), CC(C)(C)[S-].[Na+] (sodium 2-methyl-2-propanethiolate). Solvent: O (water), Cl (HCl). Conditions: temperature 160 celsius, time 45 minute. Product: COC(CC1=CSC2=C1C(=CC(=C2F)O)Cl)=O (Methyl(4-chloro-7-fluoro-6-hydroxy-1-benzothiophen-3-yl)acetate). The yield is 84.6%. RXN SMILES: [CH3:1][O:2][C:3](=[O:18])[CH2:4][C:5]1[C:9]2[C:10]([Cl:17])=[CH:11][C:12]([O:15]C)=[C:13]([F:14])[C:8]=2[S:7][CH:6]=1.CN(C=O)C.CC([S-])(C)C.[Na+]>O.Cl>[CH3:1][O:2][C:3](=[O:18])[CH2:4][C:5]1[C:9]2[C:10]([Cl:17])=[CH:11][C:12]([OH:15])=[C:13]([F:14])[C:8]=2[S:7][CH:6]=1 |f:2.3|. Procedure: To a mixture of methyl(4-chloro-7-fluoro-6-methoxy-1-benzothiophen-3-yl)acetate (284.8 mg) and DMF (dry) (8.0 mL) was added sodium 2-methyl-2-propanethiolate (443 mg). The mixture was stirred at 160° C. for 45 min. After cooling, the mixture was diluted with water and 1N HCl and extracted with EtOAc. The organic layer was washed successively with water and brine, dried over MgSO4, filtered and concentrated in vacuo. The residue was dissolved in MeOH (6.0 mL). To the solution was added conc. H2SO... The yield is 58.0%. As a reaction SMILES: [CH:1]1[CH:5]=[C:4]([C:6]([CH2:8][CH2:9][CH2:10]Cl)=[O:7])[S:3][CH:2]=1.[CH2:12]1[C:21]2[C:16](=[CH:17][CH:18]=[CH:19][CH:20]=2)[CH2:15][CH2:14][NH:13]1>>[O:7]=[C:6]([C:4]1[S:3][CH:2]=[CH:1][CH:5]=1)[CH2:8][CH2:9][CH2:10][N:13]1[CH2:14][CH2:15][C:16]2[C:21](=[CH:20][CH:19]=[CH:18][CH:17]=2)[CH2:12]1. Starting materials: C1=CSC(=C1)C(=O)CCCCl (4-chloro-2′-butyrothienone), C1NCCC2=CC=CC=C12 (1,2,3,4-tetrahydroisoquinoline). Reported procedure: Prepared in standard fashion from commercially available 4-chloro-2′-butyrothienone and 1,2,3,4-tetrahydroisoquinoline. Purified by flash chromatography, eluting with 1:1 EtOAc/hexane to provide 17A (58% yield) as a yellow oil. 1H NMR(300 MHz, CDCl3, δ): 7.72-7.70 (m, 1H), 7.60-7.58 (m, 1H), 7.15-6.98 (m, 5H), 3.62 (s, 2H), 3.01 (t, 2H, J=7 Hz), 2.87 (t, 2H, J=6 Hz), 2.72 (t, 2H, J=6 Hz), 2.59 (t, 2H, J=7 Hz), 2.10-2.00 (m, 2H). 13C NMR(300 MHz, CDCl3, δ): 193.10, 144.56, 134.92, 134.43, 133.34,... The product is O=C(CCCN1CC2=CC=CC=C2CC1)C=1SC=CC1 (2-((4-Oxo-4-(2-thienyl)butyl))-1,2,3,4-tetrahydroisoquinoline).